This data is from the Open Reaction Database (ORD), a public repository of structured organic reaction records. The task is: describe an organic reaction: reactants, conditions, products, and yield The reactants are C(C=C)Br (allyl bromide), O (water), [H-].[Na+] (sodium hydride), OC(C)(C)C(=O)C1=CC=C(C=C1)O (4-hydroxyphenyl 2-hydroxy-2-propyl ketone). The solvent is CS(=O)C (dimethyl sulfoxide), CS(=O)C (dimethyl sulfoxide). Conditions: time 15 minute. Yields the product OC(C)(C)C(=O)C1=CC=C(C=C1)OCC=C (4-Allyloxyphenyl 2-hydroxy-2-propyl ketone). Reaction SMILES: [H-].[Na+].[OH:3][C:4]([C:7]([C:9]1[CH:14]=[CH:13][C:12]([OH:15])=[CH:11][CH:10]=1)=[O:8])([CH3:6])[CH3:5].[CH2:16](Br)[CH:17]=[CH2:18].O>CS(C)=O>[OH:3][C:4]([C:7]([C:9]1[CH:10]=[CH:11][C:12]([O:15][CH2:18][CH:17]=[CH2:16])=[CH:13][CH:14]=1)=[O:8])([CH3:5])[CH3:6] |f:0.1|. Reported procedure: 6.6 g (0.22 mol) of sodium hydride (80% strength in paraffin oil) are added in portions to 36.0 g (0.2 mol) of 4-hydroxyphenyl 2-hydroxy-2-propyl ketone in 450 ml of dimethyl sulfoxide under an inert gas and the mixture is stirred for 15 minutes at room temperature. 26.8 g (0.22 mol) of allyl bromide in 40 ml of dimethyl sulfoxide are then added dropwise at 30°-40° C., and the mixture is stirred for 15 minutes. The reaction mixture is poured into 2 l of water and then extracted with methyl t-but... The reactants are c1ccc(CN2CC3OC3C2)cc1, ClCCl, COc1ccc(O)cc1, O. Yields the product COc1ccc(OC2CN(Cc3ccccc3)CC2O)cc1. As a reaction SMILES: [CH2:1]([c:2]1[cH:3][cH:4][cH:5][cH:6][cH:7]1)[N:8]1[CH2:9][CH:10]2[CH:11]([CH2:12]1)[O:13]2.[CH2:24]([Cl:25])[Cl:26].[CH3:14][O:15][c:16]1[cH:17][cH:18][c:19]([OH:22])[cH:20][cH:21]1.[OH2:23]>>[CH2:1]([c:2]1[cH:3][cH:4][cH:5][cH:6][cH:7]1)[N:8]1[CH2:9][CH:10]([OH:13])[CH:11]([O:22][c:19]2[cH:18][cH:17][c:16]([O:15][CH3:14])[cH:21][cH:20]2)[CH2:12]1.